This data is from the Open Reaction Database (ORD), a public repository of structured organic reaction records. The task is: describe an organic reaction: reactants, conditions, products, and yield The reactants are COC(C(C(CC(C=C)OCC1=CC=CC=C1)=O)=[N+]=[N-])=O (5-benzyloxy-2-diazo-3-oxo-6-heptenoic acid methyl ester). Solvent: C=1(C(=CC=CC1)C)C (xylene). The product is COC(=O)C12C(CC(C2C1)OCC1=CC=CC=C1)=O (4-benzyloxy-2-oxo-bicyclo[3.1.0] hexane-1-carboxylic acid methyl ester). The yield is 23.8%. RXN SMILES: [CH3:1][O:2][C:3](=[O:21])[C:4](=[N+]=[N-])[C:5](=[O:18])[CH2:6][CH:7]([O:10][CH2:11][C:12]1[CH:17]=[CH:16][CH:15]=[CH:14][CH:13]=1)[CH:8]=[CH2:9]>C1(C)C(C)=CC=CC=1>[CH3:1][O:2][C:3]([C:4]12[CH2:9][CH:8]1[CH:7]([O:10][CH2:11][C:12]1[CH:17]=[CH:16][CH:15]=[CH:14][CH:13]=1)[CH2:6][C:5]2=[O:18])=[O:21]. Procedure details: In accordance with the process of Preparation 22, 5-benzyloxy-2-diazo-3-oxo-6-heptenoic acid methyl ester (1.16 g; 4 mmol) and copper acetylacetone complex (100 mg) were dissolved in 30 ml of anhydrous xylene. The reaction product was purified by silica gel column chromatography to obtain two types of isomers of 4-benzyloxy-2-oxo-bicyclo[3.1.0] hexane-1-carboxylic acid methyl ester (248mg) as an oily product. The reactants are C(C)NCCCCCCCC (ethyl-n-octylamine), C1CO1 (ethyleneoxide), steel. The solvent is C(C)O (ethanol). Product: C(C)N(CCO)CCCCCCCC (N-ethyl-N-n-octyl-ethanolamine). The yield is 80.6%. Reaction SMILES: [CH2:1]([NH:3][CH2:4][CH2:5][CH2:6][CH2:7][CH2:8][CH2:9][CH2:10][CH3:11])[CH3:2].[CH2:12]1[O:14][CH2:13]1>C(O)C>[CH2:1]([N:3]([CH2:4][CH2:5][CH2:6][CH2:7][CH2:8][CH2:9][CH2:10][CH3:11])[CH2:12][CH2:13][OH:14])[CH3:2]. Procedure: A mixture of 15.7 g of ethyl-n-octylamine, 5 g of ethyleneoxide and 100 ml of 96% ethanol was held at 100° C. for one hour in a steel autoclave. The reaction mixture was distilled and gave 16.2 g of N-ethyl-N-n-octyl-ethanolamine, b.p. 85°-87° C./0.2 mm Hg, nD22 = 1.4490. Reactants: Cc1ccc(N)cc1N1CCN(C(=O)OC(C)(C)C)CC1, FC(F)Oc1ccccc1, O=S(=O)(Cl)Cl, c1ccncc1. Yields the product Cc1ccc(NS(=O)(=O)c2cccc(OC(F)F)c2)cc1N1CCN(C(=O)OC(C)(C)C)CC1. Reaction SMILES: [C:1]([CH3:2])([CH3:3])([CH3:4])[O:5][C:6](=[O:7])[N:8]1[CH2:9][CH2:10][N:11]([c:14]2[c:15]([CH3:21])[cH:16][cH:17][c:18]([NH2:20])[cH:19]2)[CH2:12][CH2:13]1.[F:27][CH:28]([O:29][c:30]1[cH:31][cH:32][cH:33][cH:34][cH:35]1)[F:36].[S:22](=[O:23])(=[O:24])([Cl:25])[Cl:26].[cH:37]1[cH:38][cH:39][n:40][cH:41][cH:42]1>>[C:1]([CH3:2])([CH3:3])([CH3:4])[O:5][C:6](=[O:7])[N:8]1[CH2:9][CH2:10][N:11]([c:14]2[c:15]([CH3:21])[cH:16][cH:17][c:18]([NH:20][S:22](=[O:23])(=[O:24])[c:34]3[cH:33][cH:32][cH:31][c:30]([O:29][CH:28]([F:27])[F:36])[cH:35]3)[cH:19]2)[CH2:12][CH2:13]1. Starting materials: O=C(O)c1cc2ccccc2o1, CCOC(=O)c1cccc(N)c1. Isolated yield 1.8%. The reagents and catalysts are C1COC(=O)N1P(=O)(N2CCOC2=O)Cl (BOP-Cl), CN(C)C1=CC=NC=C1 (DMAP). The product is CCOC(=O)c1cccc(NC(=O)c2cc3ccccc3o2)c1. Run at temperature 25 celsius, time 2 hour. Reaction SMILES: CCOC(=O)c1cccc(N)c1.O=C(O)c1cc2ccccc2o1.C1COC(=O)N1P(=O)(N2CCOC2=O)Cl.CN(C)C1=CC=NC=C1.CN(C)C=O>>CCOC(=O)c1cccc(NC(=O)c2cc3ccccc3o2)c1. Run in CN(C)C=O (DMF), CN(C)C=O (DMF), CN(C)C=O (DMF), CN(C)C=O (DMF), CN(C)C=O (DMF), CN(C)C=O (DMF). The reactants are COC(C1=CC=C(C=C1)\C=C\C1=CC=2C(CCC(C2C=C1CBr)(C)C)(C)C)=O (Methyl-4-[(E)-2-(3-Bromomethyl-5,5,8,8-tetramethyl-5,6,7,8-tetrahydro-naphthalen-2-yl)vinyl]benzoate), C([O-])([O-])=O.[K+].[K+] (potassium carbonate), C(CCC)S (1-butanethiol). Solvent: CN(C=O)C (dimethylformamide), O (water). Reaction conditions: time 40 minute. The product is COC(C1=CC=C(C=C1)\C=C\C1=CC=2C(CCC(C2C=C1CSCCCC)(C)C)(C)C)=O (Methyl-4-[(E)-2-(3-Butylthiomethyl-5,5,8,8-tetramethyl-5,6,7,8-tetrahydro-naphthalen-2-yl)vinyl]benzoate). Isolated yield 58.4%. RXN SMILES: [CH3:1][O:2][C:3](=[O:28])[C:4]1[CH:9]=[CH:8][C:7](/[CH:10]=[CH:11]/[C:12]2[C:21]([CH2:22]Br)=[CH:20][C:19]3[C:18]([CH3:25])([CH3:24])[CH2:17][CH2:16][C:15]([CH3:27])([CH3:26])[C:14]=3[CH:13]=2)=[CH:6][CH:5]=1.C(=O)([O-])[O-].[K+].[K+].[CH2:35]([SH:39])[CH2:36][CH2:37][CH3:38]>CN(C)C=O.O>[CH3:1][O:2][C:3](=[O:28])[C:4]1[CH:9]=[CH:8][C:7](/[CH:10]=[CH:11]/[C:12]2[C:21]([CH2:22][S:39][CH2:35][CH2:36][CH2:37][CH3:38])=[CH:20][C:19]3[C:18]([CH3:25])([CH3:24])[CH2:17][CH2:16][C:15]([CH3:27])([CH3:26])[C:14]=3[CH:13]=2)=[CH:6][CH:5]=1 |f:1.2.3|. Reported procedure: A solution of 445 mg (1 mmol) of Methyl-4-[(E)-2-(3-Bromomethyl-5,5,8,8-tetramethyl-5,6,7,8-tetrahydro-naphthalen-2-yl)vinyl]benzoate, 418 mg (3 mmol) of potassium carbonate and 180 mg (2 mmol) of 1-butanethiol in 10 mL dimethylformamide was heated to reflux. After 40 minutes, the reaction mixture was cooled to room temperature, then diluted with water. The mixture was extracted with ethyl acetate, the organic extracts washed with brine, dried over sodium sulfate, then concentrated under reduced...